From a dataset of the Open Reaction Database (ORD), a public repository of structured organic reaction records. describe an organic reaction: reactants, conditions, products, and yield The reactants are Nc1cc(NC(=O)c2c(Cl)cccc2Cl)ccn1, O, c1ccncc1, O=C(Cl)c1cccs1. As a reaction SMILES: [NH2:1][c:2]1[n:3][cH:4][cH:5][c:6]([NH:8][C:9]([c:10]2[c:11]([Cl:17])[cH:12][cH:13][cH:14][c:15]2[Cl:16])=[O:18])[cH:7]1.[OH2:27].[cH:28]1[cH:29][cH:30][n:31][cH:32][cH:33]1.[s:19]1[c:20]([C:24](=[O:25])[Cl:26])[cH:21][cH:22][cH:23]1>>[NH:1]([c:2]1[n:3][cH:4][cH:5][c:6]([NH:8][C:9]([c:10]2[c:11]([Cl:17])[cH:12][cH:13][cH:14][c:15]2[Cl:16])=[O:18])[cH:7]1)[C:24]([c:20]1[s:19][cH:23][cH:22][cH:21]1)=[O:25]. Product: O=C(Nc1cc(NC(=O)c2c(Cl)cccc2Cl)ccn1)c1cccs1. Conditions: temperature 110 celsius. Product: CN(C(OC1=CC(=CC=C1)NC(=O)C1(CCN(CC1)C=1C2=C(N=CN1)NC=C2C)COC)=O)C (3-(4-(methoxymethyl)-1-(5-methyl-7H-pyrrolo[2,3-d]pyrimidin-4-yl)piperidine-4-carboxamido)phenyl dimethylcarbamate). Procedure details: To a solution of 3-(4-(methoxymethyl)piperidine-4-carboxamido)phenyl dimethylcarbamate, from step D, and N,N-diisopropylethylamine (2 mL, 11.9 mmol) in isopropanol (5 mL) was added 4-chloro-5-methyl-7H-pyrrolo[2,3-d]pyrimidine (397 mg, 2.37 mmol). The reaction mixture was heated to 110° C. in a sealed high-pressure vial for 17 hours, during which time the mixture became homogenous. The reaction was concentrated under vacuum and purified by silica gel chromatography (3-5% methanol:CH2Cl2). The pr... The solvent is C(C)(C)O (isopropanol). Starting materials: CN(C(OC1=CC(=CC=C1)NC(=O)C1(CCNCC1)COC)=O)C (3-(4-(methoxymethyl)piperidine-4-carboxamido)phenyl dimethylcarbamate), C(C)(C)N(C(C)C)CC (N,N-diisopropylethylamine), ClC=1C2=C(N=CN1)NC=C2C (4-chloro-5-methyl-7H-pyrrolo[2,3-d]pyrimidine). Yield: 42.0%. As a reaction SMILES: [CH3:1][N:2]([CH3:24])[C:3](=[O:23])[O:4][C:5]1[CH:10]=[CH:9][CH:8]=[C:7]([NH:11][C:12]([C:14]2([CH2:20][O:21][CH3:22])[CH2:19][CH2:18][NH:17][CH2:16][CH2:15]2)=[O:13])[CH:6]=1.C(N(CC)C(C)C)(C)C.Cl[C:35]1[C:36]2[C:43]([CH3:44])=[CH:42][NH:41][C:37]=2[N:38]=[CH:39][N:40]=1>C(O)(C)C>[CH3:24][N:2]([CH3:1])[C:3](=[O:23])[O:4][C:5]1[CH:10]=[CH:9][CH:8]=[C:7]([NH:11][C:12]([C:14]2([CH2:20][O:21][CH3:22])[CH2:15][CH2:16][N:17]([C:35]3[C:36]4[C:43]([CH3:44])=[CH:42][NH:41][C:37]=4[N:38]=[CH:39][N:40]=3)[CH2:18][CH2:19]2)=[O:13])[CH:6]=1. Starting materials: BrBr, CC(=O)O, Nc1ccc2c(c1)ncn2CC1CCCCC1. The product is Nc1ccc2c(ncn2CC2CCCCC2)c1Br. RXN SMILES: [Br:18][Br:19].[C:20]([OH:21])(=[O:22])[CH3:23].[CH:1]1([CH2:7][n:8]2[cH:9][n:10][c:11]3[c:12]2[cH:13][cH:14][c:15]([NH2:17])[cH:16]3)[CH2:2][CH2:3][CH2:4][CH2:5][CH2:6]1>>[CH:1]1([CH2:7][n:8]2[cH:9][n:10][c:11]3[c:12]2[cH:13][cH:14][c:15]([NH2:17])[c:16]3[Br:18])[CH2:2][CH2:3][CH2:4][CH2:5][CH2:6]1. Reactants: O=C(O)c1cc(Br)ccc1Cl, NC1CC1, CCN(C(C)C)C(C)C, O=C(Cl)C(=O)Cl, ClCCl, CN(C)C=O. Yields the product O=C(NC1CC1)c1cc(Br)ccc1Cl. As a reaction SMILES: [Br:1][c:2]1[cH:3][cH:4][c:5]([Cl:11])[c:6]([C:7](=[O:8])[OH:9])[cH:10]1.[CH:18]1([NH2:21])[CH2:19][CH2:20]1.[CH:22]([N:23]([CH2:24][CH3:25])[CH:26]([CH3:27])[CH3:28])([CH3:29])[CH3:30].[Cl:12][C:13]([C:14]([Cl:15])=[O:16])=[O:17].[Cl:31][CH2:32][Cl:33].[O:34]=[CH:35][N:36]([CH3:37])[CH3:38]>>[Br:1][c:2]1[cH:3][cH:4][c:5]([Cl:11])[c:6]([C:7](=[O:9])[NH:21][CH:18]2[CH2:19][CH2:20]2)[cH:10]1. Starting materials: CC(=O)OC(C)=O, COc1ccc(-c2sc(-c3ccccc3)cc2O)cc1, c1ccncc1. Yields the product COc1ccc(-c2sc(-c3ccccc3)cc2OC(C)=O)cc1. Reaction SMILES: [CH3:21][C:22](=[O:23])[O:24][C:25](=[O:26])[CH3:27].[OH:1][c:2]1[c:3](-[c:13]2[cH:14][cH:15][c:16]([O:19][CH3:20])[cH:17][cH:18]2)[s:4][c:5](-[c:7]2[cH:8][cH:9][cH:10][cH:11][cH:12]2)[cH:6]1.[cH:28]1[cH:29][cH:30][n:31][cH:32][cH:33]1>>[O:1]([c:2]1[c:3](-[c:13]2[cH:14][cH:15][c:16]([O:19][CH3:20])[cH:17][cH:18]2)[s:4][c:5](-[c:7]2[cH:8][cH:9][cH:10][cH:11][cH:12]2)[cH:6]1)[C:22]([CH3:21])=[O:23]. Reactants: O=C([O-])[O-], CS(=O)(=O)O, [Cl-], ClCCl, Nc1cc(C#Cc2ccc(-c3ccc(Cl)cc3)cn2)ccc1OCCN1CCCC1, [Na+], [Na+], c1ccncc1. Product: CS(=O)(=O)Nc1cc(C#Cc2ccc(-c3ccc(Cl)cc3)cn2)ccc1OCCN1CCCC1. Reaction SMILES: [C:43](=[O:44])([O-:45])[O-:46].[CH3:2][S:3](=[O:4])(=[O:5])[OH:6].[Cl-:1].[Cl:49][CH2:50][Cl:51].[Cl:7][c:8]1[cH:9][cH:10][c:11](-[c:14]2[cH:15][cH:16][c:17]([C:20]#[C:21][c:22]3[cH:23][cH:24][c:25]([O:29][CH2:30][CH2:31][N:32]4[CH2:33][CH2:34][CH2:35][CH2:36]4)[c:26]([NH2:28])[cH:27]3)[n:18][cH:19]2)[cH:12][cH:13]1.[Na+:47].[Na+:48].[cH:37]1[cH:38][cH:39][n:40][cH:41][cH:42]1>>[CH3:2][S:3](=[O:4])(=[O:6])[NH:28][c:26]1[c:25]([O:29][CH2:30][CH2:31][N:32]2[CH2:33][CH2:34][CH2:35][CH2:36]2)[cH:24][cH:23][c:22]([C:21]#[C:20][c:17]2[cH:16][cH:15][c:14](-[c:11]3[cH:10][cH:9][c:8]([Cl:7])[cH:13][cH:12]3)[cH:19][n:18]2)[cH:27]1. Starting materials: Cl.COC([C@@H](N)CC1=CC=CC=C1)=O (phenylalanine methyl ester hydrochloride), C(CCC)C=1N(C(=C(N1)F)CC(=O)O)CC1=C(C=CC=C1)Cl (2-[n-butyl-1-(2-chlorophenyl)methyl-4-fluoro-1H-imidazol-5-yl]acetic acid), ClC1=C(C=CC=C1)CN1C(=NC=C1C(=O)O)SCCC (1-(2-chlorophenyl)methyl-2-propylthio-1H-imidazole-5 carboxylic acid). Yields the product C(CCC)C=1N(C(=C(N1)F)CC(=O)N[C@@H](CC1=CC=CC=C1)C(=O)O)CC1=C(C=CC=C1)Cl (N-[[2-n-Butyl-1-(2-chlorophenyl)methyl-4-fluoro-1H-imidazol-5-yl]methylcarbonyl]phenylalanine). As a reaction SMILES: Cl.C[O:3][C:4](=[O:14])[C@H:5]([CH2:7][C:8]1[CH:13]=[CH:12][CH:11]=[CH:10][CH:9]=1)[NH2:6].[CH2:15]([C:19]1[N:20]([CH2:29][C:30]2[CH:35]=[CH:34][CH:33]=[CH:32][C:31]=2[Cl:36])[C:21]([CH2:25][C:26](O)=[O:27])=[C:22]([F:24])[N:23]=1)[CH2:16][CH2:17][CH3:18].ClC1C=CC=CC=1CN1C(C(O)=O)=CN=C1SCCC>>[CH2:15]([C:19]1[N:20]([CH2:29][C:30]2[CH:35]=[CH:34][CH:33]=[CH:32][C:31]=2[Cl:36])[C:21]([CH2:25][C:26]([NH:6][C@H:5]([C:4]([OH:3])=[O:14])[CH2:7][C:8]2[CH:13]=[CH:12][CH:11]=[CH:10][CH:9]=2)=[O:27])=[C:22]([F:24])[N:23]=1)[CH2:16][CH2:17][CH3:18] |f:0.1|. Procedure details: The title compound is prepared following the procedure of Example 1-(iii-iv) using phenylalanine methyl ester hydrochloride in place of glycine methyl ester hydrochloride and using 2-[n-butyl-1-(2-chlorophenyl)methyl-4-fluoro-1H-imidazol-5-yl]acetic acid (prepared as in U.S. Pat. No. 4,340,598) in place of 1-(2-chlorophenyl)methyl-2-propylthio-1H-imidazole-5 carboxylic acid. The reactants are [OH-].[Na+] (NaOH), N1=CC(=CC=C1)C1=NOC(C1)C(=O)NC1=CC=C(C=C1)C(C(=O)OC)C1=CC=CC=C1 ((±)-methyl 4-[[[4,5-dihydro-3-(3-pyridinyl)-5-isoxazolyl]carbonyl]amino]-α-phenylbenzeneacetate), Cl (HCl). Solvent: CO (methanol). Reaction conditions: temperature 0 celsius, time 8 hour. The product is N1=CC(=CC=C1)C1=NOC(C1)C(=O)NC1=CC=C(C=C1)C(C(=O)O)C1=CC=CC=C1 ((±)-4-[[[4,5-dihydro-3-(3-pyridinyl)-5-isoxazolyl]carbonyl]amino]-α-phenylbenzeneacetic acid). Yield: 49.8%. As a reaction SMILES: [N:1]1[CH:6]=[CH:5][CH:4]=[C:3]([C:7]2[CH2:11][CH:10]([C:12]([NH:14][C:15]3[CH:20]=[CH:19][C:18]([CH:21]([C:26]4[CH:31]=[CH:30][CH:29]=[CH:28][CH:27]=4)[C:22]([O:24]C)=[O:23])=[CH:17][CH:16]=3)=[O:13])[O:9][N:8]=2)[CH:2]=1.[OH-].[Na+].Cl>CO>[N:1]1[CH:6]=[CH:5][CH:4]=[C:3]([C:7]2[CH2:11][CH:10]([C:12]([NH:14][C:15]3[CH:20]=[CH:19][C:18]([CH:21]([C:26]4[CH:31]=[CH:30][CH:29]=[CH:28][CH:27]=4)[C:22]([OH:24])=[O:23])=[CH:17][CH:16]=3)=[O:13])[O:9][N:8]=2)[CH:2]=1 |f:1.2|. Procedure: ) A mixture of compound (56) (0.001 mol) in methanol (100 ml) was cooled to 0° C. NaOH 1N (0.0288 mol) was added and the reaction mixture was stirred overnight at RT. The reaction mixture was re-cooled to 0° C. 1 N HCl (30 ml) was added and this mixture was extracted with CH2Cl2. The separated organic layer was dried (MgSO4), filtered and the solvent evaporated under reduced pressure. The residue was crystallized from ethanol. The precipitate was filtered off, washed with ethanol, and dried, yie... Reactants: COC=1C=C2C(=CN(C2=CC1)C)C1=CC=2C(=NC=C(N2)CNC(C)=O)N1COCC[Si](C)(C)C (N-((6-(5-Methoxy-1-methyl-1H-indol-3-yl)-5-((2-(trimethylsilyl)ethoxy)methyl)-5H-pyrrolo[2,3-b]pyrazin-2-yl)methyl)acetamide), C(CN)N (ethylenediamine), CCCC[N+](CCCC)(CCCC)CCCC.[F-] (TBAF), CCOC(=O)C (EtOAc). Solvent: CN(C)C=O (DMF). Run at temperature 85 celsius, time 16 hour. Product: COC=1C=C2C(=CN(C2=CC1)C)C1=CC=2C(=NC=C(N2)CNC(C)=O)N1 (N-((6-(5-methoxy-1-methyl-1H-indol-3-yl)-5H-pyrrolo[2,3-b]pyrazin-2-yl)methyl)acetamide). Yield: 74.1%. RXN SMILES: [CH3:1][O:2][C:3]1[CH:4]=[C:5]2[C:9](=[CH:10][CH:11]=1)[N:8]([CH3:12])[CH:7]=[C:6]2[C:13]1[N:26](COCC[Si](C)(C)C)[C:16]2=[N:17][CH:18]=[C:19]([CH2:21][NH:22][C:23](=[O:25])[CH3:24])[N:20]=[C:15]2[CH:14]=1.C(N)CN.CCCC[N+](CCCC)(CCCC)CCCC.[F-].CCOC(C)=O>CN(C=O)C>[CH3:1][O:2][C:3]1[CH:4]=[C:5]2[C:9](=[CH:10][CH:11]=1)[N:8]([CH3:12])[CH:7]=[C:6]2[C:13]1[NH:26][C:16]2=[N:17][CH:18]=[C:19]([CH2:21][NH:22][C:23](=[O:25])[CH3:24])[N:20]=[C:15]2[CH:14]=1 |f:2.3|. Reported procedure: N-((6-(5-Methoxy-1-methyl-1H-indol-3-yl)-5-((2-(trimethylsilyl)ethoxy)methyl)-5H-pyrrolo[2,3-b]pyrazin-2-yl)methyl)acetamide (0.200 g, 0.417 mmol) in DMF (10 mL) was treated with ethylenediamine (0.90 mL, 13 mmol) and TBAF (1 M in THF, 1.7 mL, 1.7 mmol). The mixture was heated to about 85° C. for about 90 min then cooled and concentrated under reduced pressure. The material was stirred with water (20 mL) for about 16 h, Et2O (10 mL) was added, and stirring was continued for about 15 min. The slu... The reactants are S(O)(O)(=O)=O (sulfuric acid), COC=1C=C(C=C(C1)OC)\C=C(/C(=O)O)\C1=CC=C(C=C1)O (Z-3-(3,5-Dimethoxyphenyl)-2-(4-hydroxyphenyl)-acrylic acid), CO (methanol). Product: COC(\C(=C/C1=CC(=CC(=C1)OC)OC)\C1=CC=C(C=C1)O)=O (Z-3-(3,5-Dimethoxyphenyl)-2-(4-hydroxyphenyl)acrylic acid methyl ester). Isolated yield 35.0%. RXN SMILES: S(=O)(=O)(O)O.[CH3:6][O:7][C:8]1[CH:9]=[C:10](/[CH:16]=[C:17](/[C:21]2[CH:26]=[CH:25][C:24]([OH:27])=[CH:23][CH:22]=2)\[C:18]([OH:20])=[O:19])[CH:11]=[C:12]([O:14][CH3:15])[CH:13]=1.[CH3:28]O>>[CH3:28][O:19][C:18](=[O:20])/[C:17](/[C:21]1[CH:22]=[CH:23][C:24]([OH:27])=[CH:25][CH:26]=1)=[CH:16]\[C:10]1[CH:11]=[C:12]([O:14][CH3:15])[CH:13]=[C:8]([O:7][CH3:6])[CH:9]=1. Reported procedure: Concentrated sulfuric acid. (10 drops) was added to a stirred methanol suspension of thoroughly dried 19 (0.60 g, 2.0 mmol) under argon and heated at reflux for 18 h. Methanol was evaporated under reduced pressure, residue was taken up in ethyl acetate (20 mL) and washed with water (20 mL), saturated aqueous Na HCO3 (10 mL) and brine (10 mL). The organic layer was dried on anhydrous magnesium sulfate, filtered and the solvent was evaporated. The crude product obtained was purified by chromatogra...